This data is from the Open Reaction Database (ORD), a public repository of structured organic reaction records. The task is: describe an organic reaction: reactants, conditions, products, and yield The reactants are O=CC(Br)(Br)Br, COc1ccc2nc(C)ccc2c1, CCOC(C)=O, CN(C)C=O, c1ccncc1. The product is COc1ccc2nc(CBr)ccc2c1. RXN SMILES: [Br:20][C:21]([Br:22])([Br:23])[CH:24]=[O:25].[CH3:1][O:2][c:3]1[cH:4][c:5]2[cH:6][cH:7][c:8]([CH3:13])[n:9][c:10]2[cH:11][cH:12]1.[CH3:26][CH2:27][O:28][C:29](=[O:30])[CH3:31].[CH3:32][N:33]([CH3:34])[CH:35]=[O:36].[cH:14]1[cH:15][cH:16][n:17][cH:18][cH:19]1>>[CH3:1][O:2][c:3]1[cH:4][c:5]2[cH:6][cH:7][c:8]([CH2:13][Br:20])[n:9][c:10]2[cH:11][cH:12]1. The reactants are [N+](=O)([O-])C1=CC=C(C=C1)OC(O[C@@H](C)C(N[C@H]1C2=C(C3=C(N(C1=O)CCOCC1=CC=CC=C1)C=CC=C3)C=CC=C2)=O)=O (Carbonic acid (S)-1-[(S)-5-(2-benzyloxy-ethyl)-6-oxo-6,7-dihydro-5H-dibenzo[b,d]azepin-7-ylcarbamoyl]-ethyl ester 4-nitro-phenyl ester), Cl.FCCN (2-fluoroethylamine hydrochloride). Solvent: N1=CC=CC=C1 (pyridine). Yields the product C(C1=CC=CC=C1)OCCN1C2=C(C3=C([C@@H](C1=O)NC(=O)[C@H](C)OC(NCCF)=O)C=CC=C3)C=CC=C2 ((2-Fluoro-ethyl)-carbamic acid (S)-1-[(S)-5-(2-benzyloxy-ethyl)-6-oxo-6,7-dihydro-5H-dibenzo[b,d]azepin-7-ylcarbamoyl]-ethyl ester), solid. The yield is 98.0%. Reaction SMILES: [N+](C1C=CC([O:10][C:11](=O)[O:12][C@H:13]([C:15](=[O:43])[NH:16][C@@H:17]2[C:23](=[O:24])[N:22]([CH2:25][CH2:26][O:27][CH2:28][C:29]3[CH:34]=[CH:33][CH:32]=[CH:31][CH:30]=3)[C:21]3[CH:35]=[CH:36][CH:37]=[CH:38][C:20]=3[C:19]3[CH:39]=[CH:40][CH:41]=[CH:42][C:18]2=3)[CH3:14])=CC=1)([O-])=O.Cl.[F:46][CH2:47][CH2:48][NH2:49]>N1C=CC=CC=1>[CH2:28]([O:27][CH2:26][CH2:25][N:22]1[C:23](=[O:24])[C@@H:17]([NH:16][C:15]([C@@H:13]([O:12][C:11](=[O:10])[NH:49][CH2:48][CH2:47][F:46])[CH3:14])=[O:43])[C:18]2[CH:42]=[CH:41][CH:40]=[CH:39][C:19]=2[C:20]2[CH:38]=[CH:37][CH:36]=[CH:35][C:21]1=2)[C:29]1[CH:30]=[CH:31][CH:32]=[CH:33][CH:34]=1 |f:1.2|. Procedure details: Carbonic acid (S)-1-[(S)-5-(2-benzyloxy-ethyl)-6-oxo-6,7-dihydro-5H-dibenzo[b,d]azepin-7-ylcarbamoyl]-ethyl ester 4-nitro-phenyl ester (80 mg, 0.13 mmol), 2-fluoroethylamine hydrochloride (40 mg, 0.40 mmol) and pyridine (2 ml) were stirred in a sealed tube for 18 h at ambient temperature. After evaporation of the volatile components under reduced pressure, the residue was taken up in water/ethyl acetate, the phases separated and the organic layer extracted 5-times with saturated aqueous sodium c... The reactants are [BH4-], CCOCCBr, CN(C)C=O, N#CSc1ccc(N)c([N+](=O)[O-])c1, [Na+], O. Yields the product CCOCCSc1ccc(N)c([N+](=O)[O-])c1. Reaction SMILES: [BH4-:19].[CH2:21]([CH3:22])[O:23][CH2:24][CH2:25][Br:26].[CH3:14][N:15]([CH3:16])[CH:17]=[O:18].[NH2:1][c:2]1[c:3]([N+:11](=[O:12])[O-:13])[cH:4][c:5]([S:8][C:9]#[N:10])[cH:6][cH:7]1.[Na+:20].[OH2:27]>>[NH2:1][c:2]1[c:3]([N+:11](=[O:12])[O-:13])[cH:4][c:5]([S:8][CH2:9][CH2:24][O:23][CH2:21][CH3:22])[cH:6][cH:7]1. The reactants are N#Cc1ccc(N=C=O)cc1, COC(=O)c1cccc(CNCc2ccccc2)c1, CCOC(C)=O, NC(N)=O, CN(C)C=O. Product: COC(=O)c1cccc(CN(Cc2ccccc2)C(=O)Nc2ccc(C#N)cc2)c1. RXN SMILES: [C:20](#[N:21])[c:22]1[cH:23][cH:24][c:25]([N:28]=[C:29]=[O:30])[cH:26][cH:27]1.[CH3:1][O:2][C:3]([c:4]1[cH:5][c:6]([CH2:10][NH:11][CH2:12][c:13]2[cH:14][cH:15][cH:16][cH:17][cH:18]2)[cH:7][cH:8][cH:9]1)=[O:19].[CH3:40][CH2:41][O:42][C:43]([CH3:44])=[O:45].[NH2:31][C:32](=[O:33])[NH2:34].[O:35]=[CH:36][N:37]([CH3:38])[CH3:39]>>[CH3:1][O:2][C:3]([c:4]1[cH:5][c:6]([CH2:10][N:11]([CH2:12][c:13]2[cH:14][cH:15][cH:16][cH:17][cH:18]2)[C:29]([NH:28][c:25]2[cH:24][cH:23][c:22]([C:20]#[N:21])[cH:27][cH:26]2)=[O:30])[cH:7][cH:8][cH:9]1)=[O:19]. Reactants: ClC1=C(C=CC=C1)C=1N(C(=NN1)C(C(=O)OCC)(C)C)C (Ethyl 2-[5-(2-chlorophenyl)-4-methyl-1,2,4-triazol-3-yl]-2-methylpropanoate), [H-].C(C(C)C)[Al+]CC(C)C (diisobutylaluminum hydride). The solvent is C1(=CC=CC=C1)C (toluene). Product: ClC1=C(C=CC=C1)C=1N(C(=NN1)C(C=O)(C)C)C (2-[5-(2-chlorophenyl)-4-methyl-1,2,4-triazol-3-yl]-2-methylpropanal). RXN SMILES: [Cl:1][C:2]1[CH:7]=[CH:6][CH:5]=[CH:4][C:3]=1[C:8]1[N:9]([CH3:21])[C:10]([C:13]([CH3:20])([CH3:19])[C:14](OCC)=[O:15])=[N:11][N:12]=1.[H-].C([Al+]CC(C)C)C(C)C>C1(C)C=CC=CC=1>[Cl:1][C:2]1[CH:7]=[CH:6][CH:5]=[CH:4][C:3]=1[C:8]1[N:9]([CH3:21])[C:10]([C:13]([CH3:19])([CH3:20])[CH:14]=[O:15])=[N:11][N:12]=1 |f:1.2|. Procedure: Ethyl 2-[5-(2-chlorophenyl)-4-methyl-1,2,4-triazol-3-yl]-2-methylpropanoate was reacted with diisobutylaluminum hydride in toluene at −78° C. to obtain 2-[5-(2-chlorophenyl)-4-methyl-1,2,4-triazol-3-yl]-2-methylpropanal. Starting materials: C1(=CC=CC=C1)C (toluene), C1(=CC=CC=C1)O (phenol), CC(CC)=O (2-butanone), O (water), C1(=CC=CC=C1)O (phenol), CC(CC)=O (2-butanone). Solvent: C(C(C)C)C(=O)C (methyl isobutyl ketone). Conditions: time 188 minute. The product is CC(C(=O)O)(CC)C1=CC=C(C=C1)O (2-Methyl 2-(p-Hydroxyphenyl) Butanoic Acid). Reaction SMILES: [C:1]1([OH:7])[CH:6]=[CH:5][CH:4]=[CH:3][CH:2]=1.C[C:9](=[O:12])[CH2:10][CH3:11].[OH2:13].[C:14]1([CH3:20])C=CC=CC=1>C(C(C)=O)C(C)C>[CH3:11][C:10]([C:4]1[CH:5]=[CH:6][C:1]([OH:7])=[CH:2][CH:3]=1)([CH2:14][CH3:20])[C:9]([OH:12])=[O:13]. Procedure details: A solution of 23.1 g phenol (0.25 moles) and 53.1 g 2-butanone (0.74 moles) is pumped into a CO pressurized reactor containing 10 g water (0.56 moles) and 91 g AHF (4.55 moles). At a starting pressure of 1430 psig and 74°-81° C., the phenol and 2-butanone are charged in (66 minutes pumping time). After complete addition of the reactants, the pressure decreases from 2015 psig to 1700 psig over an additional 188 minutes at the reaction temperature. 8.4 g of (II) is isolated as toluene and methyl i...